This data is from the Open Reaction Database (ORD), a public repository of structured organic reaction records. The task is: describe an organic reaction: reactants, conditions, products, and yield Starting materials: O=S(Cl)Cl (SOCl2), ClC=1C=C(C=C(C1)Cl)S(=O)(=O)N1C(C2CCCCC2C1)C(=O)O (N-(3,5-Dichlorobenzenesulfonyl)-octahydroisoindole-1-carboxylic acid), acid chloride. Reagents/catalysts: CN(C)C=O (DMF). The solvent is C(Cl)Cl (CH2Cl2). Yields the product ClC=1C=C(C=C(C1)Cl)S(=O)(=O)N1C(C2CCCCC2C1)C(=O)Cl (N-(3,5-dichlorobenzenesulfonyl)-octahydroisoindole-1-carboxylic acid chloride). As a reaction SMILES: [Cl:1][C:2]1[CH:3]=[C:4]([S:9]([N:12]2[CH2:20][CH:19]3[CH:14]([CH2:15][CH2:16][CH2:17][CH2:18]3)[CH:13]2[C:21](O)=[O:22])(=[O:11])=[O:10])[CH:5]=[C:6]([Cl:8])[CH:7]=1.O=S(Cl)[Cl:26]>C(Cl)Cl.CN(C=O)C>[Cl:1][C:2]1[CH:3]=[C:4]([S:9]([N:12]2[CH2:20][CH:19]3[CH:14]([CH2:15][CH2:16][CH2:17][CH2:18]3)[CH:13]2[C:21]([Cl:26])=[O:22])(=[O:10])=[O:11])[CH:5]=[C:6]([Cl:8])[CH:7]=1. Procedure: N-(3,5-Dichlorobenzenesulfonyl)-octahydroisoindole-1-carboxylic acid (1 gm, 2.64 mmol) was dissolved in CH2Cl2 (5 mL) containing DMF (1 drop) and SOCl2 (770 μL, 10.56 mmol). The reaction mixture was refluxed under nitrogen for ˜1 hr. The reaction mixture was monitored by TLC for the formation of the acid chloride. The reaction mixture was then concentrated in vacuo and azeotroped with toluene (1×5 mL) to afford N-(3,5-dichlorobenzenesulfonyl)-octahydroisoindole-1-carboxylic acid chloride which w... Reactants: COCCOc1cc2c(Cl)nc(Nc3cc(C)[nH]n3)cc2cc1F, [H-], [Na+], CN(C)C=O, OC1CCOC1, O. The product is COCCOc1cc2c(Cl)nc(Nc3cc(C)[nH]n3)cc2cc1OC1CCOC1. Reaction SMILES: [Cl:9][c:10]1[n:11][c:12]([NH:26][c:27]2[n:28][nH:29][c:30]([CH3:32])[cH:31]2)[cH:13][c:14]2[cH:15][c:16]([F:25])[c:17]([O:20][CH2:21][CH2:22][O:23][CH3:24])[cH:18][c:19]12.[H-:2].[Na+:1].[O:34]=[CH:35][N:36]([CH3:37])[CH3:38].[O:3]1[CH2:4][CH:5]([OH:8])[CH2:6][CH2:7]1.[OH2:33]>>[O:3]1[CH2:4][CH:5]([O:8][c:16]2[cH:15][c:14]3[cH:13][c:12]([NH:26][c:27]4[n:28][nH:29][c:30]([CH3:32])[cH:31]4)[n:11][c:10]([Cl:9])[c:19]3[cH:18][c:17]2[O:20][CH2:21][CH2:22][O:23][CH3:24])[CH2:6][CH2:7]1. Starting materials: C(C1=CC=CC=C1)OC([C@H]1N(CCC1)C([C@H]1N(CCC1)C(=O)OC(C)(C)C)=O)=O (N-(t-Butoxycarbonyl)-L-prolyl-L-proline benzyl ester), Cl.O1CCOCC1 (hydrochloric acid 1,4-dioxane), C(C1=CC=CC=C1)N=C=O (benzylisocyanate). Yields the product C(C1=CC=CC=C1)OC([C@H]1N(CCC1)C([C@H]1N(CCC1)C(=O)NCC1=CC=CC=C1)=O)=O (N-Benzylaminocarbonyl-L-prolyl-L-proline benzyl ester). As a reaction SMILES: [CH2:1]([O:8][C:9](=[O:29])[C@@H:10]1[CH2:14][CH2:13][CH2:12][N:11]1[C:15](=[O:28])[C@@H:16]1[CH2:20][CH2:19][CH2:18][N:17]1C(OC(C)(C)C)=O)[C:2]1[CH:7]=[CH:6][CH:5]=[CH:4][CH:3]=1.Cl.O1CCOCC1.[CH2:37]([N:44]=[C:45]=[O:46])[C:38]1[CH:43]=[CH:42][CH:41]=[CH:40][CH:39]=1>>[CH2:1]([O:8][C:9](=[O:29])[C@@H:10]1[CH2:14][CH2:13][CH2:12][N:11]1[C:15](=[O:28])[C@@H:16]1[CH2:20][CH2:19][CH2:18][N:17]1[C:45]([NH:44][CH2:37][C:38]1[CH:43]=[CH:42][CH:41]=[CH:40][CH:39]=1)=[O:46])[C:2]1[CH:3]=[CH:4][CH:5]=[CH:6][CH:7]=1 |f:1.2|. Procedure: N-(t-Butoxycarbonyl)-L-prolyl-L-proline benzyl ester (3.60 g) was treated with 4N hydrochloric acid/1,4-dioxane and then reacted with benzylisocyanate (1.2 ml) as in Example 21-B) to give 2.98 g of the title compound as crystals. Reactants: OC1=C(C(=O)C=2C=C3CCC(OC3=CC2)=O)C=CC(=C1)O (6-(2,4-dihydroxybenzoyl)-2-chromanone), C1(CCCC1)O (cyclopentanol), C1(=CC=CC=C1)P(C1=CC=CC=C1)C1=CC=CC=C1 (triphenylphosphine), C(C)(=O)OCC (ethyl acetate). Run in O1CCCC1 (tetrahydrofuran), N(=NC(=O)OC(C)C)C(=O)OC(C)C (diisopropyl azodicarboxylate), O (water). Run at time 30 minute. Yields the product C1(CCCC1)OC1=CC(=C(C(=O)C=2C=C3CCC(OC3=CC2)=O)C=C1)O (6-[4-(cyclopentyloxy)-2-hydroxybenzoyl]-2-chromanone). RXN SMILES: [OH:1][C:2]1[CH:20]=[C:19]([OH:21])[CH:18]=[CH:17][C:3]=1[C:4]([C:6]1[CH:7]=[C:8]2[C:13](=[CH:14][CH:15]=1)[O:12][C:11](=[O:16])[CH2:10][CH2:9]2)=[O:5].[CH:22]1(O)[CH2:26][CH2:25][CH2:24][CH2:23]1.C1(P(C2C=CC=CC=2)C2C=CC=CC=2)C=CC=CC=1.C(OCC)(=O)C>O1CCCC1.N(C(OC(C)C)=O)=NC(OC(C)C)=O.O>[CH:22]1([O:21][C:19]2[CH:18]=[CH:17][C:3]([C:4]([C:6]3[CH:7]=[C:8]4[C:13](=[CH:14][CH:15]=3)[O:12][C:11](=[O:16])[CH2:10][CH2:9]4)=[O:5])=[C:2]([OH:1])[CH:20]=2)[CH2:26][CH2:25][CH2:24][CH2:23]1. Procedure: 50.0 g of 6-(2,4-dihydroxybenzoyl)-2-chromanone, 17.6 mL of cyclopentanol, and 55.4 g of triphenylphosphine were dissolved in 500 mL of tetrahydrofuran, to which 41.6 mL of diisopropyl azodicarboxylate was added dropwise at temperatures of 15 to 32° C., and this solution was stirred for 30 minutes at room temperature. The reaction mixture was poured into a mixture of ethyl acetate and water for the separation of the organic phase therefrom. After the resultant organic phase was washed with water... Starting materials: Cl.Cl.COC=1C=C(C(=CC1OC)N)N (4,5-dimethoxy-benzene-1,2-diamine dihydrochloride), C(=O)(O)[O-].[Na+] (NaHCO3), C(C1=CC=CC=C1)OC(=O)N(CCCC(=O)O)C (4-(benzyloxycarbonyl-methyl-amino)-butyric acid), CCN(C(C)C)C(C)C (DIPEA), C=1C=CC2=C(C1)N=NN2O (HOBt). Solvent: C1CCOC1 (THF), C(CCl)Cl (EDC). Conditions: time 8 hour. The product is C(C1=CC=CC=C1)OC(N(C)CCCC(NC1=C(C=C(C(=C1)OC)OC)N)=O)=O ([3-(2-Amino-4,5-dimethoxy-phenylcarbamoyl)-propyl]-methyl-carbamic acid benzyl ester). As a reaction SMILES: [CH2:1]([O:8][C:9]([N:11]([CH3:18])[CH2:12][CH2:13][CH2:14][C:15]([OH:17])=O)=[O:10])[C:2]1[CH:7]=[CH:6][CH:5]=[CH:4][CH:3]=1.CCN(C(C)C)C(C)C.C1C=CC2N(O)N=NC=2C=1.Cl.Cl.[CH3:40][O:41][C:42]1[CH:43]=[C:44]([NH2:51])[C:45]([NH2:50])=[CH:46][C:47]=1[O:48][CH3:49].C([O-])(O)=O.[Na+]>C1COCC1.C(Cl)CCl>[CH2:1]([O:8][C:9](=[O:10])[N:11]([CH2:12][CH2:13][CH2:14][C:15](=[O:17])[NH:50][C:45]1[CH:46]=[C:47]([O:48][CH3:49])[C:42]([O:41][CH3:40])=[CH:43][C:44]=1[NH2:51])[CH3:18])[C:2]1[CH:3]=[CH:4][CH:5]=[CH:6][CH:7]=1 |f:3.4.5,6.7|. Procedure details: To a solution of 0.95 g 4-(benzyloxycarbonyl-methyl-amino)-butyric acid in 20 mL THF were added 3.3 mL of DIPEA, 0.61 g of HOBt and 0.86 g EDC. After stirring for 5 min 1.0 g of 4,5-dimethoxy-benzene-1,2-diamine dihydrochloride was added and the mixture was stirred at rt overnight. Saturated aq. NaHCO3 solution was added, the phases were separated and the organic phase was washed with brine. The combined organic phases were dried over MgSO4, and concentrated in vacuo. The reactants are CCO, O=[N+]([O-])c1cccc(-c2nc3sccn3c2-c2ccnc(NC3CCCN(S(=O)(=O)c4ccc(Cl)cc4)C3)n2)c1, Cl, O. Yields the product Nc1cccc(-c2nc3sccn3c2-c2ccnc(NC3CCCN(S(=O)(=O)c4ccc(Cl)cc4)C3)n2)c1. As a reaction SMILES: [CH3:42][CH2:43][OH:44].[Cl:1][c:2]1[cH:3][cH:4][c:5]([S:8](=[O:9])(=[O:10])[N:11]2[CH2:12][CH:13]([NH:17][c:18]3[n:19][cH:20][cH:21][c:22](-[c:24]4[c:25](-[c:32]5[cH:33][c:34]([N+:38]([O-:39])=[O:40])[cH:35][cH:36][cH:37]5)[n:26][c:27]5[s:28][cH:29][cH:30][n:31]45)[n:23]3)[CH2:14][CH2:15][CH2:16]2)[cH:6][cH:7]1.[ClH:41].[OH2:45]>>[Cl:1][c:2]1[cH:3][cH:4][c:5]([S:8](=[O:9])(=[O:10])[N:11]2[CH2:12][CH:13]([NH:17][c:18]3[n:19][cH:20][cH:21][c:22](-[c:24]4[c:25](-[c:32]5[cH:33][c:34]([NH2:38])[cH:35][cH:36][cH:37]5)[n:26][c:27]5[s:28][cH:29][cH:30][n:31]45)[n:23]3)[CH2:14][CH2:15][CH2:16]2)[cH:6][cH:7]1.